This data is from the Open Reaction Database (ORD), a public repository of structured organic reaction records. The task is: describe an organic reaction: reactants, conditions, products, and yield Reactants: O=C([O-])[O-], CO, Cl, [K+], [K+], NO, O, O=C1CC(c2ccccc2)Oc2ccccc21. The product is ON=C1CC(c2ccccc2)Oc2ccccc21. As a reaction SMILES: [C:20](=[O:21])([O-:22])[O-:23].[CH3:18][OH:19].[ClH:28].[K+:24].[K+:25].[NH2:26][OH:27].[OH2:29].[c:1]1([CH:7]2[O:8][c:9]3[c:10]([cH:14][cH:15][cH:16][cH:17]3)[C:11](=[O:13])[CH2:12]2)[cH:2][cH:3][cH:4][cH:5][cH:6]1>>[c:1]1([CH:7]2[O:8][c:9]3[c:10]([cH:14][cH:15][cH:16][cH:17]3)[C:11](=[N:26][OH:27])[CH2:12]2)[cH:2][cH:3][cH:4][cH:5][cH:6]1. Reaction SMILES: [N+:1]([C:4]1[CH:12]=[C:11]([Cl:13])[CH:10]=[CH:9][C:5]=1[C:6](O)=O)([O-])=O.[CH2:14]([N:17]1[C:24]([NH2:25])=[C:23]([N:26]=O)[C:21](=[O:22])[N:20]([CH2:28][CH2:29][CH3:30])[C:18]1=[O:19])[CH2:15][CH3:16].C(N=C=NC(C)C)(C)C>CO>[CH2:28]([N:20]1[C:21](=[O:22])[C:23]2[NH:26][C:6]([C:5]3[CH:9]=[CH:10][C:11]([Cl:13])=[CH:12][C:4]=3[NH2:1])=[N:25][C:24]=2[N:17]([CH2:14][CH2:15][CH3:16])[C:18]1=[O:19])[CH2:29][CH3:30]. Reported procedure: 1,3-dipropyl-8-(2-amino-4-chlorophenyl)xanthine was synthesized by a modification of the method of Pfleiderer and Kempter (Ang. Int. Ed. 6:259-260, 1967). 2-nitro-4-chlorobenzoic acid (0.02 mol) was dissolved in 30 ml of methanol. 1,3-dipropyl-5-nitroso-6-aminouracil (0.01 mol) was added with stirring, followed by 0.2 mol diisopropylcarbodiimide (DICD). Yield: 2.1%. Yields the product C(CC)N1C(=O)N(C=2N=C(NC2C1=O)C1=C(C=C(C=C1)Cl)N)CCC (1,3-dipropyl-8-(2-amino-4-chlorophenyl)xanthine). Run in CO (methanol). The reactants are C(CC)N1C(=O)N(C(=O)C(=C1N)N=O)CCC (1,3-dipropyl-5-nitroso-6-aminouracil), [N+](=O)([O-])C1=C(C(=O)O)C=CC(=C1)Cl (2-nitro-4-chlorobenzoic acid), C(C)(C)N=C=NC(C)C (diisopropylcarbodiimide). Starting materials: C(C1=CC=CC=C1)OC(NC12CC3C(C(CC(C1)C3)C2)=S)=O ((4-Thioxo-adamantan-1-yl)-carbamic acid benzyl ester), [BH4-].[Na+] (NaBH4). The solvent is CO (MeOH). Conditions: time 1 hour. Yields the product C(C1=CC=CC=C1)OC(NC12CC3C(C(CC(C1)C3)C2)S)=O ((4-Mercapto-adamantan-1-yl)-carbamic acid benzyl ester). Yield: 50.7%. Reaction SMILES: [CH2:1]([O:8][C:9](=[O:22])[NH:10][C:11]12[CH2:20][CH:15]3[CH2:16][CH:17]([CH2:19][CH:13]([C:14]3=[S:21])[CH2:12]1)[CH2:18]2)[C:2]1[CH:7]=[CH:6][CH:5]=[CH:4][CH:3]=1.[BH4-].[Na+]>CO>[CH2:1]([O:8][C:9](=[O:22])[NH:10][C:11]12[CH2:12][CH:13]3[CH2:19][CH:17]([CH2:16][CH:15]([CH:14]3[SH:21])[CH2:20]1)[CH2:18]2)[C:2]1[CH:3]=[CH:4][CH:5]=[CH:6][CH:7]=1 |f:1.2|. Procedure: Ketone 10B (100 mg, 0.317 mmol) in 5 ml of absolute MeOH was added NaBH4 (23 mg, 0.62 mmol) in portions at 0° C. The reaction was stirred for 1 h, at which time the solution was carefully quenched with water. The reaction mixture was extracted with EtOAc twice and the organic phases were combined, dried (anhydrous Na2SO4), and concentrated. The crude mixture was purified by column chromatography (0˜10% MeOH in EtOAc) to yield 51 mg of the desired mixture of alcohols 11A LC-MS (ESR): m/z=318 (M+H...